The task is: describe an organic reaction: reactants, conditions, products, and yield. This data is from the Open Reaction Database (ORD), a public repository of structured organic reaction records. Conditions: time 16 hour. Reactants: [OH-].[Na+] (sodium hydroxide), ON=C(N)C=1C(=CC2=C(C1)C1(C(N(C3=CC=CC=C13)CC1=CC=C(C=C1)OC)=O)CO2)O (N′,6-dihydroxy-1′-(4-methoxybenzyl)-2′-oxo-1′,2′-dihydrospiro[1-benzofuran-3,3′-indole]-5-carboximidamide), C1(=CC=CC=C1)P(C1=CC=CC=C1)C1=CC=CC=C1 (triphenylphosphine), N(=NC(=O)OCC)C(=O)OCC (diethyl azodicarboxylate). Run in O1CCCC1 (tetrahydrofuran). Reaction SMILES: O[N:2]=[C:3]([C:5]1[C:6]([OH:32])=[CH:7][C:8]2[O:31][CH2:30][C:11]3([C:19]4[C:14](=[CH:15][CH:16]=[CH:17][CH:18]=4)[N:13]([CH2:20][C:21]4[CH:26]=[CH:25][C:24]([O:27][CH3:28])=[CH:23][CH:22]=4)[C:12]3=[O:29])[C:9]=2[CH:10]=1)[NH2:4].C1(P(C2C=CC=CC=2)C2C=CC=CC=2)C=CC=CC=1.N(C(OCC)=O)=NC(OCC)=O.[OH-].[Na+]>O1CCCC1>[NH2:4][C:3]1[C:5]2[CH:10]=[C:9]3[C:11]4([C:19]5[C:14](=[CH:15][CH:16]=[CH:17][CH:18]=5)[N:13]([CH2:20][C:21]5[CH:26]=[CH:25][C:24]([O:27][CH3:28])=[CH:23][CH:22]=5)[C:12]4=[O:29])[CH2:30][O:31][C:8]3=[CH:7][C:6]=2[O:32][N:2]=1 |f:3.4|. Yields the product NC1=NOC2=C1C=C1C(=C2)OCC12C(N(C1=CC=CC=C21)CC2=CC=C(C=C2)OC)=O (3-amino-1′-(4-methoxybenzyl)spiro[furo[3,2-f][1,2]benzisoxazole-5,3′-indol]-2′(1′H)-one). Reported procedure: To a solution of N′,6-dihydroxy-1′-(4-methoxybenzyl)-2′-oxo-1′,2′-dihydrospiro[1-benzofuran-3,3′-indole]-5-carboximidamide (0.90 g, 2.1 mmol) and triphenylphosphine (0.71 g, 2.7 mmol) in tetrahydrofuran (30 mL) was added diethyl azodicarboxylate (0.43 mL, 2.7 mmol) at 0° C. The reaction mixture was allowed to warm to ambient temperature and was stirred for 16 h. 10% w/v aqueous sodium hydroxide (10 mL) was added and the mixture was stirred for 3 h. Most of the tetrahydrofuran was removed in vacu... The yield is 18.4%.